This data is from the Open Reaction Database (ORD), a public repository of structured organic reaction records. The task is: describe an organic reaction: reactants, conditions, products, and yield The solvent is C(C)O (ethanol). Reaction SMILES: C([O:3][C:4]([CH:6]1[CH2:20][C:9]2[N:10]([CH3:19])[C:11]3[CH:12]=[CH:13][C:14]([O:17][CH3:18])=[CH:15][C:16]=3[C:8]=2[CH2:7]1)=[O:5])C.CNC>C(O)C>[CH3:18][O:17][C:14]1[CH:13]=[CH:12][C:11]2[N:10]([CH3:19])[C:9]3[CH2:20][CH:6]([C:4]([OH:5])=[O:3])[CH2:7][C:8]=3[C:16]=2[CH:15]=1. The reactants are C(C)OC(=O)C1CC2=C(N(C=3C=CC(=CC23)OC)C)C1 (1,2,3,4-tetrahydro-7-methoxy-4-methylcyclopent[b]indole-2-carboxylic acid ethyl ester), CNC (dimethylamine). Run at temperature 100 celsius, time 4 day. Procedure details: To a solution of 1,2,3,4-tetrahydro-7-methoxy-4-methylcyclopent[b]indole-2-carboxylic acid ethyl ester (6.2 g, 0.023 mole) in 25 ml of ethanol, was added dimethylamine (40% aqueous solution, 10 ml, 0.09 mole). After stirring at 100° C. in a sealed tube for four days, the solution was concentrated to a brown oil (~6 g), which was eluted on a silica gel column with 20% methanol/ethyl acetate via HPLC. The desired fraction was concentrated to a tan solid, 5.0 g, m.p. 162°-164° C. Yields the product COC1=CC=2C3=C(N(C2C=C1)C)CC(C3)C(=O)O (1,2,3,4-Tetrahydro-7-methoxy-4-methylcylopent[b]indole-2-carboxylic acid). Starting materials: [Li]C(C)(C)C, CCI, C1CCOC1, CO, CC1(C)CCc2c(csc2C(=O)O)C1, O, O=C(O)CC(O)(CC(=O)O)C(=O)O. Product: CCc1sc(C(=O)O)c2c1CC(C)(C)CC2. Reaction SMILES: [C:39]([Li:40])([CH3:41])([CH3:42])[CH3:43].[CH2:15]([CH3:16])[I:17].[CH2:34]1[O:35][CH2:36][CH2:37][CH2:38]1.[CH3:18][OH:19].[CH3:1][C:2]1([CH3:14])[CH2:3][c:4]2[c:5]([c:6]([C:9](=[O:10])[OH:11])[s:7][cH:8]2)[CH2:12][CH2:13]1.[OH2:20].[OH:21][C:22]([CH2:23][C:24]([C:25](=[O:26])[OH:27])([CH2:28][C:29](=[O:30])[OH:31])[OH:32])=[O:33]>>[CH3:1][C:2]1([CH3:14])[CH2:3][c:4]2[c:5]([c:6]([C:9](=[O:10])[OH:11])[s:7][c:8]2[CH2:15][CH3:16])[CH2:12][CH2:13]1. Reaction SMILES: [CH:1]([C:4]1[CH:8]=[C:7]([N:9]2[CH2:57][CH2:56][C:12]3[N:13]=[C:14]([C:36]4[CH:44]=[CH:43][CH:42]=[C:41]5[C:37]=4[C:38]([CH3:55])=[CH:39][N:40]5[S:45]([C:48]4[CH:54]=[CH:53][C:51]([CH3:52])=[CH:50][CH:49]=4)(=[O:47])=[O:46])[N:15]=[C:16]([N:17]4[CH2:22][CH2:21][N:20](S(C5C=CC=CC=5[N+]([O-])=O)(=O)=O)[C@H:19]([CH3:35])[CH2:18]4)[C:11]=3[CH2:10]2)[N:6]([CH3:58])[N:5]=1)([CH3:3])[CH3:2].C1CCN2C(=NCCC2)CC1.SCC(O)=O>CN(C=O)C.O.ClCCl>[CH:1]([C:4]1[CH:8]=[C:7]([N:9]2[CH2:57][CH2:56][C:12]3[N:13]=[C:14]([C:36]4[CH:44]=[CH:43][CH:42]=[C:41]5[C:37]=4[C:38]([CH3:55])=[CH:39][N:40]5[S:45]([C:48]4[CH:49]=[CH:50][C:51]([CH3:52])=[CH:53][CH:54]=4)(=[O:46])=[O:47])[N:15]=[C:16]([N:17]4[CH2:22][CH2:21][NH:20][C@H:19]([CH3:35])[CH2:18]4)[C:11]=3[CH2:10]2)[N:6]([CH3:58])[N:5]=1)([CH3:2])[CH3:3]. Reactants: C(C)(C)C1=NN(C(=C1)N1CC2=C(N=C(N=C2N2C[C@H](N(CC2)S(=O)(=O)C2=C(C=CC=C2)[N+](=O)[O-])C)C2=C3C(=CN(C3=CC=C2)S(=O)(=O)C2=CC=C(C)C=C2)C)CC1)C ((R)-6-(3-isopropyl-1-methyl-1H-pyrazol-5-yl)-2-(3-methyl-1-tosyl-1H-indol-4-yl)-4-(3-methyl-4-((2-nitrophenyl)sulfonyl)piperazin-1-yl)-5,6,7,8-tetrahydropyrido[4,3-d]pyrimidine), C1CCC2=NCCCN2CC1 (DBU), SCC(=O)O (2-mercaptoacetic acid). The product is C(C)(C)C1=NN(C(=C1)N1CC2=C(N=C(N=C2N2C[C@H](NCC2)C)C2=C3C(=CN(C3=CC=C2)S(=O)(=O)C2=CC=C(C)C=C2)C)CC1)C ((R)-6-(3-isopropyl-1-methyl-1H-pyrazol-5-yl)-2-(3-methyl-1-tosyl-1H-indol-4-yl)-4-(3-methylpiperazin-1-yl)-5,6,7,8-tetrahydropyrido[4,3-d]pyrimidine). The solvent is O (water), ClCCl (dichloromethane), CN(C)C=O (DMF). Procedure details: To a solution of (R)-6-(3-isopropyl-1-methyl-1H-pyrazol-5-yl)-2-(3-methyl-1-tosyl-1H-indol-4-yl)-4-(3-methyl-4-((2-nitrophenyl)sulfonyl)piperazin-1-yl)-5,6,7,8-tetrahydropyrido[4,3-d]pyrimidine (105 mg, 0.127 mmol) in DMF (3 mL) was added DBU (0.1 mL, 0.64 mmol) followed by 2-mercaptoacetic acid (0.018 mL, 0.255 mmol). The mixture was stirred for 3 hours and then diluted with water and dichloromethane. The layers were separated and the aqueous layer was extracted three additional times with dich... Conditions: time 3 hour. Reactants: C(=O)[O-] (formate), COC1=C(C2=CC=CC=C2C=C1)O (2-methoxy-1-naphthol), NC1=NC=C(C(=N1)N)CO (2,4-diamino-5-hydroxymethylpyrimidine), Cl (hydrochloric acid). Run in C(C)(=O)O (acetic acid). Product: NC1=NC=C(C(=N1)N)CC1=CC(=C(C2=CC=CC=C12)O)OC (2,4-Diamino-5-(4-hydroxy-3-methoxy-1-naphthylmethyl)pyrimidine). Isolated yield 31.5%. As a reaction SMILES: C([O-])=O.[CH3:4][O:5][C:6]1[CH:15]=[CH:14][C:13]2[C:8](=[CH:9][CH:10]=[CH:11][CH:12]=2)[C:7]=1[OH:16].[NH2:17][C:18]1[N:23]=[C:22]([NH2:24])[C:21]([CH2:25]O)=[CH:20][N:19]=1.Cl>C(O)(=O)C>[NH2:17][C:18]1[N:23]=[C:22]([NH2:24])[C:21]([CH2:25][C:14]2[C:13]3[C:8](=[CH:9][CH:10]=[CH:11][CH:12]=3)[C:7]([OH:16])=[C:6]([O:5][CH3:4])[CH:15]=2)=[CH:20][N:19]=1. Procedure details: The formate of 2-methoxy-1-naphthol (J. E. Oatis, Jr., M. P. Russell, D. R. Knapp and T. Walle, J. Med. Chem. 1981, 24, 309) (7.23 g, 30.3 mmol), 2,4-diamino-5-hydroxymethylpyrimidine (4.35 g, 30.3 mmol), concentrated hydrochloric acid (4.2 mL) and glacial acetic acid (60 mL) were refluxed 2 hr. The resulting dark solution was evaporated to dryness and the residue dissolved in water and neutralized with ammonia. The resulting tan precipitate (5.2 g) was recrystallized from aqueous ethanol contai... Starting materials: FC(C(=O)OC(C(F)(F)F)=O)(F)F (trifluoroacetic anhydride), C(C1=CC=CC=C1)OC1CCC(CC1)C(=O)N (4-(benzyloxy)cyclohexanecarboxamide), O (H2O). Run in C1CCOC1 (THF). Run at time 30 minute. Product: C(C1=CC=CC=C1)OC1CCC(CC1)C#N (4-(benzyloxy)cyclohexanecarbonitrile). The yield is 97.5%. Reaction SMILES: [CH2:1]([O:8][CH:9]1[CH2:14][CH2:13][CH:12]([C:15]([NH2:17])=O)[CH2:11][CH2:10]1)[C:2]1[CH:7]=[CH:6][CH:5]=[CH:4][CH:3]=1.FC(F)(F)C(OC(=O)C(F)(F)F)=O.O>C1COCC1>[CH2:1]([O:8][CH:9]1[CH2:14][CH2:13][CH:12]([C:15]#[N:17])[CH2:11][CH2:10]1)[C:2]1[CH:7]=[CH:6][CH:5]=[CH:4][CH:3]=1. Procedure: To a suspension of 4-(benzyloxy)cyclohexanecarboxamide (2.33 g, 10 mmol, 1.0 equiv) in THF (dry, 50 mL) was added trifluoroacetic anhydride (4.16 mL, 30 mmol, 3.0 equiv) dropwise at room temperature. The resulting clear solution was stirred at room temperature for 30 min and then concentrated to give the residue. H2O (50 mL) was added. The aqueous phase was extracted with MTBE (3×50 mL). The combined organic solution was washed with brine (50 mL), dried over anhydrous Na2SO4, concentrated to giv... Reactants: [Si]([O-])([O-])([O-])[O-].[Na+].[Na+].[Na+].[Na+] (sodium silicate), C1C(C)O1 (propylene oxide), C(=C)Cl (Vinyl chloride), C(=C)Cl (vinyl chloride), [Si]([O-])([O-])([O-])[O-].[Na+].[Na+].[Na+].[Na+] (sodium silicate), Na2O, SiO2, C1C(C)O1 (propylene oxide), C(CCCCC(=O)O)(=O)O (adipic acid), C(CCCCCCCCCCCCCCCCC)(=O)[O-].[Na+] (sodium stearate), C(C1=CC=CC=C1)(=O)OOC(C1=CC=CC=C1)=O (benzoyl peroxide). Procedure: About 50 parts by weight of an aqueous sodium silicate solution containing about 15% Na2O and 25% SiO2 by weight, 10 parts by weight of propylene oxide, 2 parts by weight of adipic acid, 0.2 parts by weight of sodium stearate and 0.1 part by weight of benzoyl peroxide are mixed then added to an autoclave and a temperature of about 50° C. is maintained at a pressure between 7.0 and 7.1 kg per cm2. Vinyl chloride monomer is slowly added while agitating over a period of 7 to 10 hours until the emul... Product: [Si]([O-])([O-])([O-])[O-].[Na+].[Na+].[Na+].[Na+].C(=C)Cl.C1C(C)O1 (sodium silicate vinyl chloride propylene oxide). As a reaction SMILES: [Si:1]([O-:5])([O-:4])([O-:3])[O-:2].[Na+:6].[Na+].[Na+].[Na+].[CH2:10]1[O:13][CH:11]1[CH3:12].C(O)(=O)CCCCC(O)=O.C([O-])(=O)CCCCCCCCCCCCCCCCC.[Na+].C(OOC(=O)C1C=CC=CC=1)(=O)C1C=CC=CC=1.[CH:63]([Cl:65])=[CH2:64]>>[Si:1]([O-:5])([O-:4])([O-:3])[O-:2].[Na+:6].[Na+:6].[Na+:6].[Na+:6].[CH:63]([Cl:65])=[CH2:64].[CH2:10]1[O:13][CH:11]1[CH3:12] |f:0.1.2.3.4,7.8,11.12.13.14.15.16.17|. Run at temperature 50 celsius, time 8.5 hour.